Dataset: the Open Reaction Database (ORD), a public repository of structured organic reaction records. Task: describe an organic reaction: reactants, conditions, products, and yield Reactants: CCN, Cn1c(N2CC2)cc(=O)n(C)c1=O. Yields the product CCNCCNc1cc(=O)n(C)c(=O)n1C. RXN SMILES: [CH3:1][CH2:2][NH2:3].[N:4]1([c:7]2[cH:8][c:9](=[O:16])[n:10]([CH3:15])[c:11](=[O:14])[n:12]2[CH3:13])[CH2:5][CH2:6]1>>[CH3:1][CH2:2][NH:3][CH2:5][CH2:6][NH:4][c:7]1[cH:8][c:9](=[O:16])[n:10]([CH3:15])[c:11](=[O:14])[n:12]1[CH3:13]. Starting materials: C(C1=CC=CC=C1)OC1=CC=C(C=C1)C=1OC(=C(N1)CC(=O)O)C ([2-(4-Benzyloxy-phenyl)-5-methyl-oxazol-4-yl]-acetic acid), Cl.C[C@H]1NCCC1 ((R)-2-methylpyrrolidine hydrochloride), CCN(C(C)C)C(C)C (DIPEA), C(CCl)Cl (EDC), C=1C=CC2=C(C1)N=NN2O (HOBT). Run in C(Cl)Cl (CH2Cl2). Run at time 8 hour. The product is C(C1=CC=CC=C1)OC1=CC=C(C=C1)C=1OC(=C(N1)CC(=O)N1[C@@H](CCC1)C)C (2-[2-(4-Benzyloxy-phenyl)-5-methyl-oxazol-4-yl]-1-(2-(R)-methyl-pyrrolidin-1-yl)-ethanone). Yield: 47.1%. RXN SMILES: [CH2:1]([O:8][C:9]1[CH:14]=[CH:13][C:12]([C:15]2[O:16][C:17]([CH3:24])=[C:18]([CH2:20][C:21]([OH:23])=O)[N:19]=2)=[CH:11][CH:10]=1)[C:2]1[CH:7]=[CH:6][CH:5]=[CH:4][CH:3]=1.C(Cl)CCl.[CH:29]1[CH:30]=C[C:32]2N(O)N=[N:35][C:33]=2[CH:34]=1.Cl.C[C@@H]1CCCN1.CCN(C(C)C)C(C)C>C(Cl)Cl>[CH2:1]([O:8][C:9]1[CH:10]=[CH:11][C:12]([C:15]2[O:16][C:17]([CH3:24])=[C:18]([CH2:20][C:21]([N:35]3[CH2:30][CH2:29][CH2:34][C@H:33]3[CH3:32])=[O:23])[N:19]=2)=[CH:13][CH:14]=1)[C:2]1[CH:3]=[CH:4][CH:5]=[CH:6][CH:7]=1 |f:3.4|. Procedure details: To a mixture of [2-(4-Benzyloxy-phenyl)-5-methyl-oxazol-4-yl]-acetic acid [CAS 403611-89-2] (2.2 g, 6.8 mmol) in CH2Cl2 (40 mL) is added EDC (1.57 g, 8.2 mmol) and HOBT (1.11 g, 8.2 mmol). After a few minutes, (R)-2-methylpyrrolidine hydrochloride [CAS 41720-98-3] (1.0 g, 8.2 mmol) and DIPEA (2.5 mL, 13.6 mmol) are added. The mixture is stirred at room temperature overnight. The mixture is partitioned between EtOAc and water. The aqueous phase is extracted with EtOAc (2×), and the combined organ... Starting materials: C(C)(=O)Cl (acetyl chloride), N1(CCNCC1)C1=CC=C(C=C1)NC(=O)N1CC2=CC=CC=C2C1 (N-(4-(piperazin-1-yl)phenyl)isoindoline-2-carboxamide), NC=1C=C2CN(CC2=CC1)C(=O)NC1=CC=C(C=C1)C(NCCC)=O (5-amino-N-(4-(propylcarbamoyl)phenyl)isoindoline-2-carboxamide). Yields the product C(C1=CC=CC=C1)(=O)N1CCN(CC1)C1=CC=C(C=C1)NC(=O)N1CC2=CC=CC=C2C1 (N-[4-(4-benzoylpiperazin-1-yl)phenyl]-1,3-dihydro-2H-isoindole-2-carboxamide). Reaction SMILES: C(Cl)(=O)C.[N:5]1([C:11]2[CH:16]=[CH:15][C:14]([NH:17][C:18]([N:20]3[CH2:28][C:27]4[C:22](=[CH:23][CH:24]=[CH:25][CH:26]=4)[CH2:21]3)=[O:19])=[CH:13][CH:12]=2)[CH2:10][CH2:9][NH:8][CH2:7][CH2:6]1.NC1C=C2C(=CC=1)CN(C(N[C:42]1[CH:47]=[CH:46][C:45]([C:48](=[O:53])NCCC)=[CH:44][CH:43]=1)=O)C2>>[C:48]([N:8]1[CH2:9][CH2:10][N:5]([C:11]2[CH:16]=[CH:15][C:14]([NH:17][C:18]([N:20]3[CH2:28][C:27]4[C:22](=[CH:23][CH:24]=[CH:25][CH:26]=4)[CH2:21]3)=[O:19])=[CH:13][CH:12]=2)[CH2:6][CH2:7]1)(=[O:53])[C:45]1[CH:46]=[CH:47][CH:42]=[CH:43][CH:44]=1. Procedure details: The title compound was prepared as described in Example 278, substituting benzoyl chloride for acetyl chloride and N-(4-(piperazin-1-yl)phenyl)isoindoline-2-carboxamide for 5-amino-N-(4-(propylcarbamoyl)phenyl)isoindoline-2-carboxamide. 1H NMR (300 MHz, DMSO-d6) δ ppm 8.14 (s, 1H), 7.38-7.50 (m, 7H), 7.28-7.38 (m, 4H), 6.87-6.91 (m, 2H), 4.74 (s, 4H), 3.39-3.90 (m, 4H), 3.01-3.17 (m, 4H); MS (ESI(+)) m/e 427 (M+H)+. Reactants: ClC1=C(N)C=CC=C1 (o-chloroaniline), C[Al](C)C (AlMe3), C(C)OC=1C=CC(=NC1)C(=O)OCC (ethyl 5-ethoxypyridine-2-carboxylate). Solvent: C1(=CC=CC=C1)C (PhMe), C1(=CC=CC=C1)C (PhMe). Conditions: time 0.5 hour. The product is ClC1=C(C=CC=C1)NC(=O)C1=NC=C(C=C1)OCC (N-(2-chlorophenyl)-5-ethoxypyridine-2-carboxamide). Reaction SMILES: [Cl:1][C:2]1[CH:8]=[CH:7][CH:6]=[CH:5][C:3]=1[NH2:4].C[Al](C)C.[CH2:13]([O:15][C:16]1[CH:17]=[CH:18][C:19]([C:22](OCC)=[O:23])=[N:20][CH:21]=1)[CH3:14]>C1(C)C=CC=CC=1>[Cl:1][C:2]1[CH:8]=[CH:7][CH:6]=[CH:5][C:3]=1[NH:4][C:22]([C:19]1[CH:18]=[CH:17][C:16]([O:15][CH2:13][CH3:14])=[CH:21][N:20]=1)=[O:23]. Procedure: To a solution of o-chloroaniline (0.68 g, 5.3 mmol) in 20 mL of PhMe was added 3 mL of AlMe3. The mixture was stirred at ambient temperature for 0.5 h and added into a solution of ethyl 5-ethoxypyridine-2-carboxylate 3 (0.26 g, 1.33 mmol) in 10 mL of PhMe. The mixture was stirred at ambient temperature for 15 h and quenched with 20 mL of 1N HCl. The mixture was extracted with ethyl acetate. The organic layer was separated and concentrated. The residue was purified by column (2:1 of hexane/ethyl ...